describe an organic reaction: reactants, conditions, products, and yield From a dataset of the Open Reaction Database (ORD), a public repository of structured organic reaction records. Starting materials: ClC=1C=CC(=NC1)OCC(CP(OC)(OC)=O)=NNC(=O)N (dimethyl 3-(5-chloropyrid-2-yloxy)-2-semicarbazonopropylphosphonate), Cl (hydrochloric acid), [OH-].[Na+] (sodium hydroxide). Solvent: C1(=CC=CC=C1)C (toluene). Run at time 4.5 hour. Yields the product ClC=1C=CC(=NC1)OCC(CP(OC)(OC)=O)=O (dimethyl 3-(5-chloropyrid-2-yloxy)-2-oxopropylphosphonate). RXN SMILES: [Cl:1][C:2]1[CH:3]=[CH:4][C:5]([O:8][CH2:9][C:10](=NNC(N)=O)[CH2:11][P:12](=[O:17])([O:15][CH3:16])[O:13][CH3:14])=[N:6][CH:7]=1.Cl.[OH-:24].[Na+]>C1(C)C=CC=CC=1>[Cl:1][C:2]1[CH:3]=[CH:4][C:5]([O:8][CH2:9][C:10](=[O:24])[CH2:11][P:12](=[O:17])([O:15][CH3:16])[O:13][CH3:14])=[N:6][CH:7]=1 |f:2.3|. Procedure: A mixture of dimethyl 3-(5-chloropyrid-2-yloxy)-2-semicarbazonopropylphosphonate (400 mg.), toluene (5 ml.) and 6N hydrochloric acid (1.0 ml.) was stirred at room temperature for 4.5 hours, and the pH of the reaction mixture was adjusted to about 4 by the dropwise addition of 5N sodium hydroxide solution. The organic layer was separated and the aqueous layer was washed with ethyl acetate (6 ml.). The combined organic extracts were washed with a 1:1 v/v mixture of saturated brine and water (4 ml.... Starting materials: CO, CCN(C(C)C)C(C)C, Nc1ccc(-n2ncc3c(N)ncnc32)cc1, CN(C)C=O, O=S(=O)(Cl)c1ccsc1. The product is Nc1ncnc2c1cnn2-c1ccc(NS(=O)(=O)c2ccsc2)cc1. RXN SMILES: [CH3:41][OH:42].[CH:27]([N:28]([CH:29]([CH3:30])[CH3:31])[CH2:32][CH3:33])([CH3:34])[CH3:35].[NH2:1][c:2]1[cH:3][cH:4][c:5](-[n:8]2[n:9][cH:10][c:11]3[c:12]2[n:13][cH:14][n:15][c:16]3[NH2:17])[cH:6][cH:7]1.[O:36]=[CH:37][N:38]([CH3:39])[CH3:40].[s:18]1[cH:19][c:20]([S:23](=[O:24])(=[O:25])[Cl:26])[cH:21][cH:22]1>>[NH:1]([c:2]1[cH:3][cH:4][c:5](-[n:8]2[n:9][cH:10][c:11]3[c:12]2[n:13][cH:14][n:15][c:16]3[NH2:17])[cH:6][cH:7]1)[S:23]([c:20]1[cH:19][s:18][cH:22][cH:21]1)(=[O:24])=[O:25].